Dataset: the Open Reaction Database (ORD), a public repository of structured organic reaction records. Task: describe an organic reaction: reactants, conditions, products, and yield Reaction SMILES: [CH2:1]([O:8][C:9]1[CH:14]=[CH:13][C:12]([CH:15]([OH:23])[CH2:16][CH2:17][C:18]([O:20]CC)=O)=[CH:11][CH:10]=1)[CH2:2][CH2:3][CH2:4][CH2:5][CH2:6][CH3:7]>C(OCC)C>[CH2:1]([O:8][C:9]1[CH:10]=[CH:11][C:12]([C@H:15]2[O:23][C:18](=[O:20])[CH2:17][CH2:16]2)=[CH:13][CH:14]=1)[CH2:2][CH2:3][CH2:4][CH2:5][CH2:6][CH3:7]. The reactants are C(CCCCCC)OC1=CC=C(C=C1)C(CCC(=O)OCC)O (Ethyl 4-(4-heptyloxyphenyl)-4-hydroxybutanoate). Yield: 27.5%. Reported procedure: Ethyl 4-(4-heptyloxyphenyl)-4-hydroxybutanoate (17 g), porcine pancreatic lipase (hereinafter abbreviated to PPL) (34.4 g) and anhydrous diethyl ether (500 ml) were placed in a 1 l three-necked flask(followed by agitating the mixture at room temperature for 4 days, filtering off PPL, concentrating the filtrate under reduced pressure, and purifying the concentrate according to chromatography, to obtain rel-(S)-γ-(4-heptyloxyphenyl)-γ-butyrolactone (4 g) (69% e.e., optical purity (%) was measured ... Run at time 4 day. Solvent: C(C)OCC (diethyl ether). Product: C(CCCCCC)OC1=CC=C(C=C1)[C@@H]1CCC(=O)O1 (rel-(S)-γ-(4-heptyloxyphenyl)-γ-butyrolactone). The reactants are C(C1=CC=CC=C1)(=O)CC(C1=CC=CC=C1)=O (dibenzoyl methane), C1(=CC=CC=C1)C(CC(C)=O)=O (1-phenyl-1,3-butandione). Product: C1(=CC=CC=C1)C(C(C(C)=O)C)=O (1-phenyl-2-methyl-1,3-butandione). As a reaction SMILES: [C:1]([CH2:9][C:10](=[O:17])[C:11]1[CH:16]=[CH:15][CH:14]=[CH:13][CH:12]=1)(=[O:8])[C:2]1C=CC=CC=1.[C:18]1(C(=O)CC(=O)C)C=CC=CC=1>>[C:11]1([C:10](=[O:17])[CH:9]([CH3:18])[C:1](=[O:8])[CH3:2])[CH:12]=[CH:13][CH:14]=[CH:15][CH:16]=1. Procedure details: Synthetic procedure was identical with that described in synthetic example 42(1), except that raw material dibenzoyl methane was replaced by 1-phenyl-1,3-butandione. Starting materials: C(C1=CC=CC=C1)(=O)CC(=O)OCC (ethyl benzoylacetate), COC1=CC(=CC=C1)N (m-anisidine), Cl.O1CCOCC1 (HCl dioxane), C([C@@H]([C@@H]1C(=C(C(=O)O1)O)O)O)O (ester c), amide. Run in C1(=CC=CC=C1)C (toluene). Conditions: temperature 280 celsius. Yields the product OC1=CC(=NC2=CC(=CC=C12)OC)C1=CC=CC=C1 (4-hydroxy-2-phenyl-7-methoxyquinoline). RXN SMILES: [C:1]([CH2:9][C:10]([O:12]CC)=O)(=O)[C:2]1[CH:7]=[CH:6][CH:5]=[CH:4][CH:3]=1.[CH3:15][O:16][C:17]1[CH:22]=[CH:21][CH:20]=[C:19]([NH2:23])[CH:18]=1.Cl.O1CCOCC1.C(O)[C@H](O)[C@H]1OC(=O)C(O)=C1O>C1(C)C=CC=CC=1>[OH:12][C:10]1[C:20]2[C:19](=[CH:18][C:17]([O:16][CH3:15])=[CH:22][CH:21]=2)[N:23]=[C:1]([C:2]2[CH:3]=[CH:4][CH:5]=[CH:6][CH:7]=2)[CH:9]=1 |f:2.3|. Procedure: A solution of ethyl benzoylacetate (b) (100.0 g, 0.52 mol), m-anisidine (a) (128.1 g, 1.04 mol) and 4 N HCl/dioxane (5.2 mL) in toluene (1.0 L) was refluxed for 6.25 h in a Dean-Stark apparatus. The cooled toluene solution was successively washed with aqueous 10% HCl (2×300 mL), 1 N NaOH (2×300 mL), H2O (300 mL) and brine (150 mL). The toluene phase was dried (MgSO4), filtered and concentrated under reduced pressure to give a 1.2:1.0 mixture of ester c and amide d (144.6 g, 45%/38% crude yield) ...